Dataset: the Open Reaction Database (ORD), a public repository of structured organic reaction records. Task: describe an organic reaction: reactants, conditions, products, and yield Starting materials: C12(CC3CC(CC(C1)C3)C2)COC2=C(C=C(C#N)C=C2)C=2C(=NC=CC2)OC (4-(adamantan-1-ylmethoxy)-3-(2-methoxypyridin-3-yl)benzonitrile), C12C(C3CC(CC(C1)C3)C2)COC2=C(C=C(C#N)C=C2)C2CC2 (4-(adamantan-2-ylmethoxy)-3-cyclopropylbenzonitrile). The product is C12C(C3CC(CC(C1)C3)C2)COC2=C(C=C(C(=O)N)C=C2)C2CC2 (4-(adamantan-2-ylmethoxy)-3-cyclopropylbenzamide), solid. The yield is 95.0%. As a reaction SMILES: C12(C[O:12]C3C=CC(C#N)=CC=3C3C(OC)=NC=CC=3)CC3CC(CC(C3)C1)C2.[CH:29]12[CH2:38][CH:33]3[CH2:34][CH:35]([CH2:37][CH:31]([CH2:32]3)[CH:30]1[CH2:39][O:40][C:41]1[CH:48]=[CH:47][C:44]([C:45]#[N:46])=[CH:43][C:42]=1[CH:49]1[CH2:51][CH2:50]1)[CH2:36]2>>[CH:31]12[CH2:37][CH:35]3[CH2:34][CH:33]([CH2:38][CH:29]([CH2:36]3)[CH:30]1[CH2:39][O:40][C:41]1[CH:48]=[CH:47][C:44]([C:45]([NH2:46])=[O:12])=[CH:43][C:42]=1[CH:49]1[CH2:51][CH2:50]1)[CH2:32]2. Procedure details: Following the procedure as described in Example 38 step 3 and making variations as required to replace 4-(adamantan-1-ylmethoxy)-3-(2-methoxypyridin-3-yl)benzonitrile with 4-(adamantan-2-ylmethoxy)-3-cyclopropylbenzonitrile, the title compound was obtained as a colorless solid (0.62 g, 95%): MS (ES+) m/z 326.3 (M+1);